From a dataset of the Open Reaction Database (ORD), a public repository of structured organic reaction records. describe an organic reaction: reactants, conditions, products, and yield Starting materials: CO, COC(=O)c1sc(-n2cnc3ccncc32)cc1OCc1ccc(F)cc1C(F)(F)F, N. Yields the product NC(=O)c1sc(-n2cnc3ccncc32)cc1OCc1ccc(F)cc1C(F)(F)F. Reaction SMILES: [CH3:33][OH:34].[F:1][c:2]1[cH:3][c:4]([C:28]([F:29])([F:30])[F:31])[c:5]([CH2:6][O:7][c:8]2[c:9]([C:22]([O:24][CH3:23])=[O:25])[s:10][c:11](-[n:13]3[cH:14][n:15][c:16]4[c:17]3[cH:18][n:19][cH:20][cH:21]4)[cH:12]2)[cH:26][cH:27]1.[NH3:32]>>[F:1][c:2]1[cH:3][c:4]([C:28]([F:29])([F:30])[F:31])[c:5]([CH2:6][O:7][c:8]2[c:9]([C:22](=[O:24])[NH2:32])[s:10][c:11](-[n:13]3[cH:14][n:15][c:16]4[c:17]3[cH:18][n:19][cH:20][cH:21]4)[cH:12]2)[cH:26][cH:27]1.